Dataset: the Open Reaction Database (ORD), a public repository of structured organic reaction records. Task: describe an organic reaction: reactants, conditions, products, and yield The reactants are C[O-].[Na+] (Sodium methoxide), Cl (hydrochloric acid), COC1=NC(=NC(=C1)OC)NS(=O)(=O)C(C(=O)OC)C(C)C (Methyl 2-(4,6-dimethoxypyrimidin-2-ylsulfamoyl)-3-methylbutanoate), C(=O)N (formamide). The solvent is CO (methanol), O (water), CN(C=O)C (dimethylformamide). Conditions: temperature 100 celsius. Yields the product COC1=NC(=NC(=C1)OC)NS(=O)(=O)C(C(=O)N)C(C)C (2-(4,6-dimethoxypyrimidin-2-ylsulfamoyl)-3-methylbutanamide). Reaction SMILES: [CH3:1][O:2][C:3]1[CH:8]=[C:7]([O:9][CH3:10])[N:6]=[C:5]([NH:11][S:12]([CH:15]([CH:20]([CH3:22])[CH3:21])[C:16](OC)=[O:17])(=[O:14])=[O:13])[N:4]=1.C([NH2:25])=O.C[O-].[Na+].Cl>CN(C)C=O.O.CO>[CH3:1][O:2][C:3]1[CH:8]=[C:7]([O:9][CH3:10])[N:6]=[C:5]([NH:11][S:12]([CH:15]([CH:20]([CH3:22])[CH3:21])[C:16]([NH2:25])=[O:17])(=[O:14])=[O:13])[N:4]=1 |f:2.3|. Reported procedure: A solution of the product of Example 1 (3.0 g) and formamide (1.22 g) in dimethylformamide (10 ml) was heated to 80° C. Sodium methoxide (3.3 ml of a 25% w/v methanol solution) was slowly introduced with stirring. The reaction mixture was maintained at about 100° C. for 4 hours prior to addition to water (150 ml) and acidification (hydrochloric acid). The product was extracted into ethyl acetate, the ethyl acetate solution being washed with water (twice), dried over magnesium sulfate and run dow... Starting materials: [H-].[H-].[H-].[H-].[Li+].[Al+3] (LiAlH4), Cl.FC1=CC=C(C=C1)C(=O)C1CCN(CC1)C(C)C ((4-fluorophenyl)[1-(1-methylethyl)-4-piperidinyl]methanone hydrochloride), FC1=CC=C(N)C=C1 (4-fluoroaniline), C1(=CC=CC=C1)S(=O)(=O)O (benzenesulfonic acid), [OH-].[Na+] (NaOH). Solvent: C1CCOC1 (THF), C=1(C(=CC=CC1)C)C (xylene), O (water). Reaction conditions: time 23 hour. The product is O.Cl.Cl.FC1=CC=C(C=C1)NC(C1CCN(CC1)C(C)C)C1=CC=C(C=C1)F (N,α-Bis(4-fluorophenyl)-1-(1-methylethyl)-4-piperidinemethanamine dihydrochloride monohydrate). Isolated yield 61.5%. Reaction SMILES: [ClH:1].[F:2][C:3]1[CH:8]=[CH:7][C:6]([C:9]([CH:11]2[CH2:16][CH2:15][N:14]([CH:17]([CH3:19])[CH3:18])[CH2:13][CH2:12]2)=[O:10])=[CH:5][CH:4]=1.[F:20][C:21]1[CH:27]=[CH:26][C:24]([NH2:25])=[CH:23][CH:22]=1.C1(S(O)(=O)=O)C=CC=CC=1.[H-].[H-].[H-].[H-].[Li+].[Al+3].[OH-].[Na+]>C1(C)C(C)=CC=CC=1.C1COCC1.O>[OH2:10].[ClH:1].[ClH:1].[F:20][C:21]1[CH:27]=[CH:26][C:24]([NH:25][CH:9]([C:6]2[CH:7]=[CH:8][C:3]([F:2])=[CH:4][CH:5]=2)[CH:11]2[CH2:16][CH2:15][N:14]([CH:17]([CH3:19])[CH3:18])[CH2:13][CH2:12]2)=[CH:23][CH:22]=1 |f:0.1,4.5.6.7.8.9,10.11,15.16.17.18|. Procedure: A mixture of 29.36 g (0.103 mol) of (4-fluorophenyl)[1-(1-methylethyl)-4-piperidinyl]methanone hydrochloride, 28.9 g (0.260 mol) of 4-fluoroaniline and 0.61 g (3.9 mmol) of benzenesulfonic acid in 500 mL of xylene was heated at reflux for 20 h. Water was removed with a Dean-Stark trap. The solvent was removed in vacuo. The residue was reacted with 6.0 g (0.16 mol) of LiAlH4 in 400 mL of THF at room temperature. After 23 h, dilute NaOH and then water were added slowly. The mixture was filtered th... The reactants are CCS(=O)(=O)O, CO, CCOC(=O)C1=C(COCCN)NC(C)=C(C(=O)OC)C1c1ccccc1Cl. Product: CCS(=O)(=O)[O-], CCOC(=O)C1=C(COCCN)NC(C)=C(C(=O)OC)C1c1ccccc1Cl. Reaction SMILES: [CH3:1][CH2:2][S:3]([OH:4])(=[O:5])=[O:6].[CH3:35][OH:36].[CH3:7][CH2:8][O:9][C:10](=[O:11])[C:12]1=[C:13]([CH2:14][O:15][CH2:16][CH2:17][NH2:18])[NH:19][C:20]([CH3:21])=[C:22]([C:31](=[O:32])[O:33][CH3:34])[CH:23]1[c:24]1[cH:25][cH:26][cH:27][cH:28][c:29]1[Cl:30]>>[CH3:1][CH2:2][S:3](=[O:4])(=[O:5])[O-:6].[CH3:7][CH2:8][O:9][C:10](=[O:11])[C:12]1=[C:13]([CH2:14][O:15][CH2:16][CH2:17][NH2:18])[NH:19][C:20]([CH3:21])=[C:22]([C:31](=[O:32])[O:33][CH3:34])[CH:23]1[c:24]1[cH:25][cH:26][cH:27][cH:28][c:29]1[Cl:30]. Reactants: Nc1ccc(C(=O)CCC(=O)O)cc1, O=C(Cl)c1cccs1. Product: O=C(O)CCC(=O)c1ccc(NC(=O)c2cccs2)cc1. RXN SMILES: [NH2:9][c:10]1[cH:11][cH:12][c:13]([C:16]([CH2:17][CH2:18][C:19](=[O:20])[OH:21])=[O:22])[cH:14][cH:15]1.[s:1]1[c:2]([C:6](=[O:7])[Cl:8])[cH:3][cH:4][cH:5]1>>[s:1]1[c:2]([C:6](=[O:7])[NH:9][c:10]2[cH:11][cH:12][c:13]([C:16]([CH2:17][CH2:18][C:19](=[O:20])[OH:21])=[O:22])[cH:14][cH:15]2)[cH:3][cH:4][cH:5]1. Reactants: 24, O=C1C(=C2C(SC3=C(N2)C=CC=C3)=CN1)C#N (2,3-dihydro-3-oxo-5H-pyrido[3,4-b][1,4]benzothiazine-4-carbonitrile), IC (iodomethane), C([O-])([O-])=O.[K+].[K+] (potassium carbonate). The solvent is O (water). Reaction conditions: time 4 hour. Yields the product CN1C=C2SC3=C(NC2=C(C1=O)C#N)C=CC=C3 (2,3-dihydro-2-methyl-3-oxo-5H-pyrido[3,4-b][1,4]benzothiazine-4-carbonitrile). Reaction SMILES: [O:1]=[C:2]1[NH:15][CH:14]=[C:5]2[S:6][C:7]3[CH:13]=[CH:12][CH:11]=[CH:10][C:8]=3[NH:9][C:4]2=[C:3]1[C:16]#[N:17].IC.[C:20](=O)([O-])[O-].[K+].[K+]>O>[CH3:20][N:15]1[C:2](=[O:1])[C:3]([C:16]#[N:17])=[C:4]2[C:5]([S:6][C:7]3[CH:13]=[CH:12][CH:11]=[CH:10][C:8]=3[NH:9]2)=[CH:14]1 |f:2.3.4|. Procedure: A mixture of 24 parts of 2,3-dihydro-3-oxo-5H-pyrido[3,4-b][1,4]benzothiazine-4-carbonitrile, 14 parts of iodomethane and 14 parts of potassium carbonate is stirred at room temperature for 21/4 hours, then diluted with 2 volumes of water. The precipitate which forms is filtered out, dried in vacuo, and recrystallized from acetonitrile to give yellow needles of 2,3-dihydro-2-methyl-3-oxo-5H-pyrido[3,4-b][1,4]benzothiazine-4-carbonitrile melting at 292°-295° with decomposition. Reactants: O[C@@H]1CN(C[C@H]1C)C(=O)OCC1=CC=CC=C1 ((+/−)-(trans)-benzyl 3-hydroxy-4-methylpyrrolidine-1-carboxylate), S(=O)(=O)(C1=CC=C(C)C=C1)Cl (tosyl chloride). Solvent: N1=CC=CC=C1 (pyridine). Conditions: time 8 hour. Product: C[C@@H]1CN(C[C@H]1OS(=O)(=O)C1=CC=C(C)C=C1)C(=O)OCC1=CC=CC=C1 ((+/−)-(trans)-benzyl 3-methyl-4-(tosyloxy)pyrrolidine-1-carboxylate). As a reaction SMILES: [OH:1][C@H:2]1[C@H:6]([CH3:7])[CH2:5][N:4]([C:8]([O:10][CH2:11][C:12]2[CH:17]=[CH:16][CH:15]=[CH:14][CH:13]=2)=[O:9])[CH2:3]1.[S:18](Cl)([C:21]1[CH:27]=[CH:26][C:24]([CH3:25])=[CH:23][CH:22]=1)(=[O:20])=[O:19]>N1C=CC=CC=1>[CH3:7][C@H:6]1[C@H:2]([O:1][S:18]([C:21]2[CH:27]=[CH:26][C:24]([CH3:25])=[CH:23][CH:22]=2)(=[O:20])=[O:19])[CH2:3][N:4]([C:8]([O:10][CH2:11][C:12]2[CH:17]=[CH:16][CH:15]=[CH:14][CH:13]=2)=[O:9])[CH2:5]1. Procedure details: (+/−)-(trans)-benzyl 3-hydroxy-4-methylpyrrolidine-1-carboxylate (9.2 g, 39.1 mmol) in pyridine (50 mL) at 5° C. was added tosyl chloride (9.69 g, 50.8 mmol) in one portion and the resulting mixture was allowed to warm to rt and stir overnight. The reaction mixture was concentrated and the residue was taken up in dichloromethane (400 mL) and washed with water (50 mL×2), 0.5 N HCl (50 mL×2), water, sat aq. sodium bicarbonate (50 mL×2), brine, then dried over magnesium sulfate, filtered and concen...